Dataset: the Open Reaction Database (ORD), a public repository of structured organic reaction records. Task: describe an organic reaction: reactants, conditions, products, and yield The reactants are COc1ccc2nc(C)sc2c1, O=Cc1ccc(OCCCCl)cc1. Product: COc1ccc2nc(C=Cc3ccc(OCCCCl)cc3)sc2c1. As a reaction SMILES: [CH3:14][O:15][c:16]1[cH:17][c:18]2[c:19]([n:20][c:21]([CH3:23])[s:22]2)[cH:24][cH:25]1.[Cl:1][CH2:2][CH2:3][CH2:4][O:5][c:6]1[cH:7][cH:8][c:9]([CH:10]=[O:11])[cH:12][cH:13]1>>[Cl:1][CH2:2][CH2:3][CH2:4][O:5][c:6]1[cH:7][cH:8][c:9]([CH:10]=[CH:23][c:21]2[n:20][c:19]3[c:18]([cH:17][c:16]([O:15][CH3:14])[cH:25][cH:24]3)[s:22]2)[cH:12][cH:13]1. Starting materials: O1CCCC1 (tetrahydrofuran), CN1CCOCC1 (N-methylmorpholine), ClC(=O)OCC(C)C (isobutyl chloroformate), CN1CCOCC1 (N-methylmorpholine), H-Pro-Obzl·HCl, N([C@@H](C)C(=O)O)C(=O)OC(C)(C)C (Boc-Ala-OH). Solvent: C(Cl)(Cl)Cl (CHCl3). Run at time 2 hour. Yields the product anhydride, N([C@@H](C)C(=O)O)C(=O)OC(C)(C)C (Boc-Ala-OH), N([C@@H](C)C(=O)N1[C@H](C(=O)OCC2=CC=CC=C2)CCC1)C(=O)OC(C)(C)C (Boc-AlaPro-OBzl). As a reaction SMILES: [NH:1]([C:7]([O:9][C:10]([CH3:13])([CH3:12])[CH3:11])=[O:8])[C@H:2]([C:4]([OH:6])=[O:5])[CH3:3].C[N:15]1[CH2:20][CH2:19]O[CH2:17][CH2:16]1.Cl[C:22]([O:24][CH2:25][CH:26]([CH3:28])[CH3:27])=[O:23].O1C[CH2:32][CH2:31][CH2:30]1>C(Cl)(Cl)Cl>[NH:1]([C:7]([O:9][C:10]([CH3:11])([CH3:13])[CH3:12])=[O:8])[C@H:2]([C:4]([OH:6])=[O:5])[CH3:3].[NH:1]([C:7]([O:9][C:10]([CH3:13])([CH3:12])[CH3:11])=[O:8])[C@H:2]([C:4]([N:15]1[CH2:16][CH2:17][CH2:19][C@H:20]1[C:22]([O:24][CH2:25][C:26]1[CH:28]=[CH:32][CH:31]=[CH:30][CH:27]=1)=[O:23])=[O:6])[CH3:3]. Procedure: A mixed anhydride of Boc-Ala-OH was prepared by reacting Boc-Ala-OH (10 g, 52.8 mmoles) with N-methylmorpholine (5.80 mL, 52.8 mmoles) and isobutyl chloroformate (6.8 mL, 52.85 mmoles) for 5 minutes in 50 mL of tetrahydrofuran at -20°. The reaction mixture and additional N-methylmorpholine (5.8 mL) were added to H-Pro-Obzl·HCl dissolved in 50 mL of cold CHCl3. After this mixture was stirred for 1 hour at -20° and 2 hours at 23°, it was filtered and the filtrate evaporated. The residue was dissol... Reactants: CCOC(=NCCSCc1[nH]cnc1C)NC#N, CN, CCO, O. Yields the product CNC(=NCCSCc1[nH]cnc1C)NC#N. RXN SMILES: [C:3](#[N:4])[NH:5][C:6]([O:7][CH2:8][CH3:9])=[N:10][CH2:11][CH2:12][S:13][CH2:14][c:15]1[c:16]([CH3:20])[n:17][cH:18][nH:19]1.[CH3:1][NH2:2].[CH3:21][CH2:22][OH:23].[OH2:24]>>[CH3:1][NH:2][C:6]([NH:5][C:3]#[N:4])=[N:10][CH2:11][CH2:12][S:13][CH2:14][c:15]1[c:16]([CH3:20])[n:17][cH:18][nH:19]1. Starting materials: N1=CC=CC=C1 (Pyridine), C(C=C)(=O)Cl (acryloyl chloride), [Cl-].[Al+3].[Cl-].[Cl-] (aluminium chloride). Run in ClCCl (dichloromethane). The product is C(C=C)(=O)C1=CC=NC=C1 (4-acryloylpyridine). As a reaction SMILES: [N:1]1[CH:6]=[CH:5][CH:4]=[CH:3][CH:2]=1.[C:7](Cl)(=[O:10])[CH:8]=[CH2:9].[Cl-].[Al+3].[Cl-].[Cl-]>ClCCl>[C:7]([C:4]1[CH:5]=[CH:6][N:1]=[CH:2][CH:3]=1)(=[O:10])[CH:8]=[CH2:9] |f:2.3.4.5|. Procedure: Pyridine (0.5 mL), acryloyl chloride (120 mg), and aluminium chloride (150 mg) were reacted in dichloromethane (1 mL) at from 0° C. to room temperature for 2 hours. The resultant was treated in the same manner as described in Example 1 to obtain the title compound (37.9 mg). The reactants are ClC=1N=C(C2=C(N1)C=C(S2)C=O)N2CCOCC2 (2-Chloro-4-morpholin-4-yl-thieno[3,2-d]pyrimidine-6-carbaldehyde), CS(=O)(=O)N1CCNCC1 (1-methanesulfonyl-piperazine), COC(OC)OC (trimethylorthoformate), C(C)(=O)O[BH-](OC(C)=O)OC(C)=O.[Na+] (sodium triacetoxyborohydride). The solvent is ClCCCl (1,2-dichloroethane). Run at time 24 hour. The product is ClC=1N=C(C2=C(N1)C=C(S2)CN2CCN(CC2)S(=O)(=O)C)N2CCOCC2 (4-(2-chloro-6-((4-(methylsulfonyl)piperazin-1-yl)methyl)thieno[3,2-d]pyrimidin-4-yl)morpholine). Isolated yield 66.3%. RXN SMILES: [Cl:1][C:2]1[N:3]=[C:4]([N:13]2[CH2:18][CH2:17][O:16][CH2:15][CH2:14]2)[C:5]2[S:10][C:9]([CH:11]=O)=[CH:8][C:6]=2[N:7]=1.[CH3:19][S:20]([N:23]1[CH2:28][CH2:27][NH:26][CH2:25][CH2:24]1)(=[O:22])=[O:21].COC(OC)OC.C(O[BH-](OC(=O)C)OC(=O)C)(=O)C.[Na+]>ClCCCl>[Cl:1][C:2]1[N:3]=[C:4]([N:13]2[CH2:18][CH2:17][O:16][CH2:15][CH2:14]2)[C:5]2[S:10][C:9]([CH2:11][N:26]3[CH2:27][CH2:28][N:23]([S:20]([CH3:19])(=[O:22])=[O:21])[CH2:24][CH2:25]3)=[CH:8][C:6]=2[N:7]=1 |f:3.4|. Reported procedure: A mixture of 2-chloro-4-morpholin-4-yl-thieno[3,2-d]pyrimidine-6-carbaldehyde 10 (1.00 g), 1-methanesulfonyl-piperazine (750 mg) and trimethylorthoformate (3.80 mL) was stirred in 1,2-dichloroethane (30 mL) for 6 hrs at room temperature. To this was added sodium triacetoxyborohydride (900 mg) and the reaction mixture was stirred for 24 hours at room temperature. The mixture was then quenched with brine, extracted with dichloromethane, dried (MgSO4) and the solvent removed in vacuo. The residue w... The reactants are [Al+3], CCOC(=O)c1csc(C2(C)CCN(C(=O)OC(C)(C)C)CC2)n1, C1CCOC1, [H-], [H-], [H-], [H-], [Li+]. RXN SMILES: [Al+3:26].[C:1]([CH3:2])([CH3:3])([CH3:4])[O:5][C:6](=[O:7])[N:8]1[CH2:9][CH2:10][C:11]([CH3:14])([c:15]2[s:16][cH:17][c:18]([C:20](=[O:21])[O:22][CH2:23][CH3:24])[n:19]2)[CH2:12][CH2:13]1.[CH2:31]1[O:32][CH2:33][CH2:34][CH2:35]1.[H-:25].[H-:28].[H-:29].[H-:30].[Li+:27]>>[C:1]([CH3:2])([CH3:3])([CH3:4])[O:5][C:6](=[O:7])[N:8]1[CH2:9][CH2:10][C:11]([CH3:14])([c:15]2[s:16][cH:17][c:18]([CH2:20][OH:21])[n:19]2)[CH2:12][CH2:13]1. Yields the product CC(C)(C)OC(=O)N1CCC(C)(c2nc(CO)cs2)CC1.